Dataset: the Open Reaction Database (ORD), a public repository of structured organic reaction records. Task: describe an organic reaction: reactants, conditions, products, and yield Reactants: FC1(C[C@@H](CC1)[C@](C(=O)O)(C1=CC=CC=C1)O)F ((2R)-2-((1R)-3,3-difluorocyclopentyl)-2-hydroxy-2-phenylacetic acid), OC1CNC(NC1)=S (5-hydroxytetrahydropyrimidine-2(1H)-thion). The product is FC1(C[C@@H](CC1)[C@](C(=O)OC1CNC(NC1)=S)(C1=CC=CC=C1)O)F (2-Thioxohexahydropyrimidin-5-yl (2R)-2-((1R)-3,3-difluorocyclopentyl)-2-hydroxy-2-phenylethanoate). Reaction SMILES: [F:1][C:2]1([F:18])[CH2:6][CH2:5][C@@H:4]([C@@:7]([OH:17])([C:11]2[CH:16]=[CH:15][CH:14]=[CH:13][CH:12]=2)[C:8]([OH:10])=[O:9])[CH2:3]1.O[CH:20]1[CH2:25][NH:24][C:23](=[S:26])[NH:22][CH2:21]1>>[F:1][C:2]1([F:18])[CH2:6][CH2:5][C@@H:4]([C@@:7]([OH:17])([C:11]2[CH:12]=[CH:13][CH:14]=[CH:15][CH:16]=2)[C:8]([O:10][CH:20]2[CH2:25][NH:24][C:23](=[S:26])[NH:22][CH2:21]2)=[O:9])[CH2:3]1. Reported procedure: Using (2R)-2-((1R)-3,3-difluorocyclopentyl)-2-hydroxy-2-phenylacetic acid and 5-hydroxytetrahydropyrimidine-2(1H)-thion (cf. JP-Hei01 (1989)-128970A), the title compound was prepared by a method similar to Step 2 of Referential Example 12. Reactants: C, CCC(=O)NCC=C1CCc2ccc3nn(C)cc3c21, CO, [Pd]. Product: CCC(=O)NCCC1CCc2ccc3nn(C)cc3c21. RXN SMILES: [C:23].[CH3:1][n:2]1[n:3][c:4]2[cH:5][cH:6][c:7]3[c:8]([c:9]2[cH:10]1)[C:11](=[CH:14][CH2:15][NH:16][C:17]([CH2:18][CH3:19])=[O:20])[CH2:12][CH2:13]3.[CH3:21][OH:22].[Pd:24]>>[CH3:1][n:2]1[n:3][c:4]2[cH:5][cH:6][c:7]3[c:8]([c:9]2[cH:10]1)[CH:11]([CH2:14][CH2:15][NH:16][C:17]([CH2:18][CH3:19])=[O:20])[CH2:12][CH2:13]3.